This data is from the Open Reaction Database (ORD), a public repository of structured organic reaction records. The task is: describe an organic reaction: reactants, conditions, products, and yield Reactants: [Cl-].[NH4+] (ammonium chloride), CC(C)([O-])C.[K+] (potassium t-butoxide), C(CC)(=O)OC (methyl propionate), N1=C(C=NC=C1)C(=O)OC (Methyl pyrazine-2-carboxylate). Solvent: O (water), O1CCCC1 (tetrahydrofuran), O1CCCC1 (tetrahydrofuran). Reaction conditions: temperature 0 celsius, time 30 minute. Product: CC(C(=O)OC)C(=O)C1=NC=CN=C1 (Methyl 2-methyl-3-(pyrazin-2-yl)-3-oxopropionate). The yield is 89.0%. Reaction SMILES: CC(C)([O-])C.[K+].[C:7]([O:11][CH3:12])(=[O:10])[CH2:8][CH3:9].[N:13]1[CH:18]=[CH:17][N:16]=[CH:15][C:14]=1[C:19](OC)=[O:20].[Cl-].[NH4+]>O1CCCC1.O>[CH3:9][CH:8]([C:19]([C:14]1[CH:15]=[N:16][CH:17]=[CH:18][N:13]=1)=[O:20])[C:7]([O:11][CH3:12])=[O:10] |f:0.1,4.5|. Procedure: 1.2 L of tetrahydrofuran and 87.8 g (0.78 mole) of potassium t-butoxide were added to a reactor and cooled to 0° C. 71.5 mL (0.74 mol) of methyl propionate was dropwise added to the reactor and stirred at 0° C. for 30 minutes. 60 g (0.434 mole) of the methyl pyrazine-2-carboxylate of Example 1 dissolved in 500 mL of tetrahydrofuran was dropwise added to the reactor for 30 minutes and stirred at a temperature of 20 to 25° C. for 3 hours. 0.5 L of distilled water and 0.5 L of saturated ammonium ch... Starting materials: CS(=O)(=O)c1cc(Br)ccc1C(=O)N1CCN(c2ncc(C3CC3)cc2C2CC2)CC1, CC1CNC(=O)O1. As a reaction SMILES: [Br:1][c:2]1[cH:3][c:4]([S:28](=[O:29])(=[O:30])[CH3:31])[c:5]([C:8](=[O:9])[N:10]2[CH2:11][CH2:12][N:13]([c:16]3[n:17][cH:18][c:19]([CH:25]4[CH2:26][CH2:27]4)[cH:20][c:21]3[CH:22]3[CH2:23][CH2:24]3)[CH2:14][CH2:15]2)[cH:6][cH:7]1.[CH3:32][CH:33]1[CH2:34][NH:35][C:36](=[O:38])[O:37]1>>[c:2]1([N:35]2[CH2:34][CH:33]([CH3:32])[O:37][C:36]2=[O:38])[cH:3][c:4]([S:28](=[O:29])(=[O:30])[CH3:31])[c:5]([C:8](=[O:9])[N:10]2[CH2:11][CH2:12][N:13]([c:16]3[n:17][cH:18][c:19]([CH:25]4[CH2:26][CH2:27]4)[cH:20][c:21]3[CH:22]3[CH2:23][CH2:24]3)[CH2:14][CH2:15]2)[cH:6][cH:7]1. The product is CC1CN(c2ccc(C(=O)N3CCN(c4ncc(C5CC5)cc4C4CC4)CC3)c(S(C)(=O)=O)c2)C(=O)O1. The reactants are O=C(C=O)C=1SC=CC1 (oxo-thiophen-2-yl-acetaldehyde), NN1C(=NN=C1N)CC1=CC=C(C=C1)O (4-(4,5-diamino-4H-[1,2,4]triazol-3-ylmethyl)-phenol). Yields the product S1C(=CC=C1)C1=NC=2N(N=C1)C(=NN2)CC2=CC=C(C=C2)O (4-(7-thiophen-2-yl-[1,2,4]triazolo[4,3-b][1,2,4]triazin-3-ylmethyl)-phenol). RXN SMILES: O=[C:2]([C:5]1[S:6][CH:7]=[CH:8][CH:9]=1)[CH:3]=O.[NH2:10][N:11]1[C:15]([NH2:16])=[N:14][N:13]=[C:12]1[CH2:17][C:18]1[CH:23]=[CH:22][C:21]([OH:24])=[CH:20][CH:19]=1>>[S:6]1[CH:7]=[CH:8][CH:9]=[C:5]1[C:2]1[CH:3]=[N:10][N:11]2[C:12]([CH2:17][C:18]3[CH:23]=[CH:22][C:21]([OH:24])=[CH:20][CH:19]=3)=[N:13][N:14]=[C:15]2[N:16]=1. Reported procedure: General procedure A was followed with the reaction of oxo-thiophen-2-yl-acetaldehyde and 4-(4,5-diamino-4H-[1,2,4]triazol-3-ylmethyl)-phenol to provide 4-(7-thiophen-2-yl-[1,2,4]triazolo[4,3-b][1,2,4]triazin-3-ylmethyl)-phenol and the desired product 4-(6-thiophen-2 -yl[1,2,4]triazolo[4,3-b][1,2,4]triazin-3-ylmethyl)-phenol (example 2). Procedure details: Liquified chloroethane was mixed with 10% excess chilled pyridine, sealed in the Parr pressure reaction apparatus and heated for 3 hrs. at 120° C. The resulting white, extremely hygroscopic crystals were washed three times with anhydrous ether and dried. This procedure gave a 83.4% yield of crystals, mp 116°-118° C., (lit, mp 118°-120° C.). NMR, δ1.75 (t, 3 protons), δ5.18 (q, 2 protons), δ8.20 (t, 2 protons), δ8.60 (t, 1 proton), δ9.90 (d, 2 protons). The product is [Cl-].C(C)[N+]1=CC=CC=C1 (1-Ethyl Pyridinium Chloride). Yield: 83.4%. As a reaction SMILES: [Cl:1][CH2:2][CH3:3].[N:4]1[CH:9]=[CH:8][CH:7]=[CH:6][CH:5]=1>>[Cl-:1].[CH2:9]([N+:4]1[CH:3]=[CH:2][CH:7]=[CH:6][CH:5]=1)[CH3:8] |f:2.3|. The reactants are ClCC (chloroethane), N1=CC=CC=C1 (pyridine). The reactants are O.NN (hydrazine hydrate), C(C)OC1=C(C=C(C=C1)C(CC(C(=O)O)N1CCOCC1)=O)OC (4-(4-ethoxy-3-methoxyphenyl)-2-morpholino-4-oxobutyric acid). The solvent is C(CCC)O (1-butanol). The product is C(C)OC1=C(C=C(C=C1)C=1C=CC(NN1)=O)OC (6-(4-Ethoxy-3-methoxyphenyl)-3[2H]pyridazinone). Reaction SMILES: [CH2:1]([O:3][C:4]1[CH:9]=[CH:8][C:7]([C:10](=O)[CH2:11][CH:12](N2CCOCC2)[C:13](O)=[O:14])=[CH:6][C:5]=1[O:23][CH3:24])[CH3:2].O.[NH2:26][NH2:27]>C(O)CCC>[CH2:1]([O:3][C:4]1[CH:9]=[CH:8][C:7]([C:10]2[CH:11]=[CH:12][C:13](=[O:14])[NH:26][N:27]=2)=[CH:6][C:5]=1[O:23][CH3:24])[CH3:2] |f:1.2|. Procedure details: 4.5 g of 4-(4-ethoxy-3-methoxyphenyl)-2-morpholino-4-oxobutyric acid are boiled under reflux in 30 ml of 1-butanol with 6.7 g of 100% pure hydrazine hydrate for 8 hours. The reaction mixture is then evaporated in vacuo; the residue is boiled up in 100 ml of 2N hydrochloric acid, filtered off with suction and washed with water until free from acid. After drying, 2.1 g (65.6% of theory) of the title compound of m.p. 182°-184° are obtained; after recrystallization from ethanol/ethyl acetate, the pr... Starting materials: C=CC(C)=CCC1OC(C)C(NC(=O)C=CC(C)OC(C)=O)CC1C, CO, [Cl-], [K+], [K+], [NH4+], O=C([O-])[O-]. The product is C=CC(C)=CCC1OC(C)C(NC(=O)C=CC(C)O)CC1C. RXN SMILES: [C:1](=[O:2])([CH3:3])[O:4][CH:5]([CH3:6])[CH:7]=[CH:8][C:9](=[O:10])[NH:11][CH:12]1[CH:13]([CH3:25])[O:14][CH:15]([CH2:19][CH:20]=[C:21]([CH:22]=[CH2:23])[CH3:24])[CH:16]([CH3:18])[CH2:17]1.[CH3:32][OH:33].[Cl-:34].[K+:26].[K+:27].[NH4+:35].[O-:28][C:29]([O-:30])=[O:31]>>[OH:4][CH:5]([CH3:6])[CH:7]=[CH:8][C:9](=[O:10])[NH:11][CH:12]1[CH:13]([CH3:25])[O:14][CH:15]([CH2:19][CH:20]=[C:21]([CH:22]=[CH2:23])[CH3:24])[CH:16]([CH3:18])[CH2:17]1. The reactants are COC(=O)c1cc(-c2cnc(C(F)(F)F)cc2C#N)c(Cl)cc1OC, C[Sn+](C)C, ClCCCl, [OH-]. Yields the product COc1cc(Cl)c(-c2cnc(C(F)(F)F)cc2C#N)cc1C(=O)O. RXN SMILES: [CH3:1][O:2][C:3]([c:4]1[c:5]([O:23][CH3:24])[cH:6][c:7]([Cl:22])[c:8](-[c:10]2[cH:11][n:12][c:13]([C:18]([F:19])([F:20])[F:21])[cH:14][c:15]2[C:16]#[N:17])[cH:9]1)=[O:25].[CH3:27][Sn+:28]([CH3:29])[CH3:30].[Cl:31][CH2:32][CH2:33][Cl:34].[OH-:26]>>[O:2]=[C:3]([c:4]1[c:5]([O:23][CH3:24])[cH:6][c:7]([Cl:22])[c:8](-[c:10]2[cH:11][n:12][c:13]([C:18]([F:19])([F:20])[F:21])[cH:14][c:15]2[C:16]#[N:17])[cH:9]1)[OH:25].